From a dataset of the Open Reaction Database (ORD), a public repository of structured organic reaction records. describe an organic reaction: reactants, conditions, products, and yield Product: CSc1nnc(-c2ccccc2Nc2c(Cl)ccc(C)c2Cl)o1. Reaction SMILES: [CH3:27][OH:28].[Cl:1][c:2]1[c:3]([NH:10][c:11]2[c:12](-[c:17]3[n:18][nH:19][c:20](=[S:22])[o:21]3)[cH:13][cH:14][cH:15][cH:16]2)[c:4]([Cl:9])[cH:5][cH:6][c:7]1[CH3:8].[I:25][CH3:26].[Na+:24].[OH-:23]>>[Cl:1][c:2]1[c:3]([NH:10][c:11]2[c:12](-[c:17]3[n:18][n:19][c:20]([S:22][CH3:26])[o:21]3)[cH:13][cH:14][cH:15][cH:16]2)[c:4]([Cl:9])[cH:5][cH:6][c:7]1[CH3:8]. The reactants are CO, Cc1ccc(Cl)c(Nc2ccccc2-c2n[nH]c(=S)o2)c1Cl, CI, [Na+], [OH-]. The reactants are Cl (HCl), [OH-].[Na+] (NaOH), ClCC(=O)O (chloroacetic acid), C(C=1C(O)=CC=CC1)=O (salicylaldehyde). The solvent is O (water), O (water). Run at temperature 75 celsius. The product is C(=O)C1=C(OCC(=O)O)C=CC=C1 (Ortho-formylphenoxyacetic acid). Yield: 37.0%. Reaction SMILES: [OH-].[Na+].Cl[CH2:4][C:5]([OH:7])=[O:6].[CH:8](=[O:16])[C:9]1[C:10](=[CH:12][CH:13]=[CH:14][CH:15]=1)[OH:11].Cl>O>[CH:8]([C:9]1[CH:15]=[CH:14][CH:13]=[CH:12][C:10]=1[O:11][CH2:4][C:5]([OH:7])=[O:6])=[O:16] |f:0.1|. Procedure details: A solution of NaOH (13.3 g; 0.33 mole) in water (34.4 ml) was carefully added, with cooling, to a mixture of chloroacetic acid (15.8 g; 0.17 mole) and salicylaldehyde (20.3 g; 0.17 mole) in water (134 ml). The mixture was heated to 75° C. with magnetic stirring to facilitate dissolution. The warm solution was pumped through the CMR (15 ml/minute; 170°-2° C.; 700 kPa) and carefully acidified with conc. HCl (32 ml). After steam distillation to recover unreacted salicylaldehyde (6.0 g), the residue... Starting materials: C1CCOC1, CN(C)CCN(C)C, CCOC(C)=O, COc1ccc2c(c1)Oc1ccccc1C(=O)C2, C[Si](C)(C)[N-][Si](C)(C)C, [Li+]. Yields the product CCOC(=O)CC1(O)Cc2ccc(OC)cc2Oc2ccccc21. RXN SMILES: [CH2:43]1[O:44][CH2:45][CH2:46][CH2:47]1.[CH3:17][N:18]([CH3:19])[CH2:20][CH2:21][N:22]([CH3:23])[CH3:24].[CH3:1][CH2:2][O:3][C:4](=[O:5])[CH3:6].[CH3:25][O:26][c:27]1[cH:28][cH:29][c:30]2[c:31]([cH:42]1)[O:32][c:33]1[c:34]([cH:38][cH:39][cH:40][cH:41]1)[C:35](=[O:37])[CH2:36]2.[CH3:7][Si:8]([N-:9][Si:10]([CH3:11])([CH3:12])[CH3:13])([CH3:14])[CH3:15].[Li+:16]>>[CH3:1][CH2:2][O:3][C:4](=[O:5])[CH2:6][C:35]1([OH:37])[c:34]2[c:33]([cH:41][cH:40][cH:39][cH:38]2)[O:32][c:31]2[c:30]([cH:29][cH:28][c:27]([O:26][CH3:25])[cH:42]2)[CH2:36]1.